This data is from the Open Reaction Database (ORD), a public repository of structured organic reaction records. The task is: describe an organic reaction: reactants, conditions, products, and yield Reactants: S=C=Nc1cc(Cl)cc(Cl)c1, ClCCl, Cl, CCOC(=O)CN. The product is O=C1CNC(=S)N1c1cc(Cl)cc(Cl)c1. As a reaction SMILES: [Cl:1][c:2]1[cH:3][c:4]([N:9]=[C:10]=[S:11])[cH:5][c:6]([Cl:8])[cH:7]1.[Cl:20][CH2:21][Cl:22].[ClH:12].[NH2:13][CH2:14][C:15](=[O:16])[O:17][CH2:18][CH3:19]>>[Cl:1][c:2]1[cH:3][c:4]([N:9]2[C:10](=[S:11])[NH:13][CH2:14][C:15]2=[O:16])[cH:5][c:6]([Cl:8])[cH:7]1. The reactants are O=C(c1ncc[nH]1)c1ncc[nH]1, CCN(CC)S(=O)(=O)c1ccc(N)cc1, CC(O)(C(=O)O)C(F)(F)F, C1CCOC1. The product is CCN(CC)S(=O)(=O)c1ccc(NC(=O)C(C)(O)C(F)(F)F)cc1. As a reaction SMILES: [C:11]([c:12]1[nH:13][cH:14][cH:15][n:16]1)([c:17]1[nH:18][cH:19][cH:20][n:21]1)=[O:22].[CH2:23]([CH3:24])[N:25]([CH2:26][CH3:27])[S:28](=[O:29])(=[O:30])[c:31]1[cH:32][cH:33][c:34]([NH2:35])[cH:36][cH:37]1.[F:1][C:2]([C:3]([C:4](=[O:5])[OH:6])([OH:7])[CH3:8])([F:9])[F:10].[O:38]1[CH2:39][CH2:40][CH2:41][CH2:42]1>>[F:1][C:2]([C:3]([C:4](=[O:5])[NH:35][c:34]1[cH:33][cH:32][c:31]([S:28]([N:25]([CH2:23][CH3:24])[CH2:26][CH3:27])(=[O:29])=[O:30])[cH:37][cH:36]1)([OH:7])[CH3:8])([F:9])[F:10]. Starting materials: Cl, O=[N+]([O-])c1cccc2oc(-c3c(F)cccc3F)nc12, O, Cl[Sn](Cl)(Cl)Cl. Yields the product Nc1cccc2oc(-c3c(F)cccc3F)nc12. Reaction SMILES: [ClH:27].[F:6][c:7]1[c:8](-[c:14]2[o:15][c:16]3[c:17]([n:18]2)[c:19]([N+:23]([O-:24])=[O:25])[cH:20][cH:21][cH:22]3)[c:9]([F:13])[cH:10][cH:11][cH:12]1.[OH2:26].[Sn:1]([Cl:2])([Cl:3])([Cl:4])[Cl:5]>>[F:6][c:7]1[c:8](-[c:14]2[o:15][c:16]3[c:17]([n:18]2)[c:19]([NH2:23])[cH:20][cH:21][cH:22]3)[c:9]([F:13])[cH:10][cH:11][cH:12]1. Reactants: [H-].[Na+] (Sodium hydride), FC1=CC=C(C=C1)N(CCO)CCO (2-[(4-fluorophenyl)(2-hydroxyethyl)amino]ethan-1-ol), CS(=O)(=O)C1=NN2C(N=C(C=C2CC)CC)=N1 (2-methanesulfonyl-5,7-diethyl-[1,2,4]-triazolo[1,5-a]pyrimidine). Solvent: O1CCCC1 (tetrahydrofuran). The product is C(C)C1=NC=2N(C(=C1)CC)N=C(N2)OCCN(CCO)C2=CC=C(C=C2)F (2-{[2-({5,7-Diethyl-[1,2,4]triazolo[1,5-a]pyrimidin-2-yl}oxy)ethyl](4-fluorophenyl)amino}ethan-1-ol). Isolated yield 43.0%. RXN SMILES: [F:1][C:2]1[CH:7]=[CH:6][C:5]([N:8]([CH2:12][CH2:13][OH:14])[CH2:9][CH2:10][OH:11])=[CH:4][CH:3]=1.[H-].[Na+].CS([C:21]1[N:33]=[C:24]2[N:25]=[C:26]([CH2:31][CH3:32])[CH:27]=[C:28]([CH2:29][CH3:30])[N:23]2[N:22]=1)(=O)=O>O1CCCC1>[CH2:31]([C:26]1[CH:27]=[C:28]([CH2:29][CH3:30])[N:23]2[N:22]=[C:21]([O:11][CH2:10][CH2:9][N:8]([C:5]3[CH:4]=[CH:3][C:2]([F:1])=[CH:7][CH:6]=3)[CH2:12][CH2:13][OH:14])[N:33]=[C:24]2[N:25]=1)[CH3:32] |f:1.2|. Procedure: A mixture of 2-[(4-fluorophenyl)(2-hydroxyethyl)amino]ethan-1-ol (200 mg, 1.01 mmol) and tetrahydrofuran (5 mL) was added to a 50 mL RBF under a nitrogen atmosphere with a magnetic stirring bar. The flask was cooled in an ice bath. Sodium hydride (60% dispersion in mineral oil) (40 mg, 1.01 mmol) was added (Effervescence). The reaction was warmed to room temperature and stirred for 10 minutes before 2-methanesulfonyl-5,7-diethyl-[1,2,4]-triazolo[1,5-a]pyrimidine (213 mg, 0.84 mmol) was added (Ef... Reactants: O.O.Cl.NC1=NC(=NC2=CC(=C(C=C12)OC)OC)N1CCN(CC1)C(=O)C1OCCC1 (1-(4-Amino-6,7-dimethoxy-2-quinazolinyl)-4-(tetrahydro-2-furoyl)piperazine monohydrochloride dihydrate). Solvent: CO (methanol). Product: C[O-].Cl.NC1=NC(=NC2=CC(=C(C=C12)OC)OC)N1CCN(CC1)C(=O)C1OCCC1 (1-(4-amino-6,7-dimethoxy-2-quinazolinyl)-4-(tetrahydro-2-furoyl)piperazine monohydrochloride methanolate). Isolated yield 87.0%. Reaction SMILES: O.O.[ClH:3].[NH2:4][C:5]1[C:14]2[C:9](=[CH:10][C:11]([O:17][CH3:18])=[C:12]([O:15][CH3:16])[CH:13]=2)[N:8]=[C:7]([N:19]2[CH2:24][CH2:23][N:22]([C:25]([CH:27]3[CH2:31][CH2:30][CH2:29][O:28]3)=[O:26])[CH2:21][CH2:20]2)[N:6]=1>CO>[CH3:12][O-:15].[ClH:3].[NH2:4][C:5]1[C:14]2[C:9](=[CH:10][C:11]([O:17][CH3:18])=[C:12]([O:15][CH3:16])[CH:13]=2)[N:8]=[C:7]([N:19]2[CH2:24][CH2:23][N:22]([C:25]([CH:27]3[CH2:31][CH2:30][CH2:29][O:28]3)=[O:26])[CH2:21][CH2:20]2)[N:6]=1 |f:0.1.2.3,5.6.7|. Procedure details: 1-(4-Amino-6,7-dimethoxy-2-quinazolinyl)-4-(tetrahydro-2-furoyl)piperazine monohydrochloride dihydrate (7.37. g, 16.0 mmol, prepared in accordance with the teachings of U.S. Pat. No. 4,25 1,532) was placed in an Edenmeyer flask and dissolved in a minimum amount (about 10 mL) of hot dry methanol. The solid initially dissolved, but soon turned cloudy and a precipitate formed. The precipitate was collected by filtration and washed with a small quantity of dry methanol followed by dry acetone to yie...